Dataset: the Open Reaction Database (ORD), a public repository of structured organic reaction records. Task: describe an organic reaction: reactants, conditions, products, and yield Reactants: C1CCOC1, Cl, CC(C)(C)OC(=O)c1nc(-c2ccccc2)sc1CN1CCCC1. Yields the product Cl, O=C(O)c1nc(-c2ccccc2)sc1CN1CCCC1. RXN SMILES: [CH2:26]1[O:27][CH2:28][CH2:29][CH2:30]1.[ClH:1].[c:2]1(-[c:8]2[s:9][c:10]([CH2:20][N:21]3[CH2:22][CH2:23][CH2:24][CH2:25]3)[c:11]([C:13](=[O:14])[O:15][C:16]([CH3:17])([CH3:18])[CH3:19])[n:12]2)[cH:3][cH:4][cH:5][cH:6][cH:7]1>>[ClH:1].[c:2]1(-[c:8]2[s:9][c:10]([CH2:20][N:21]3[CH2:22][CH2:23][CH2:24][CH2:25]3)[c:11]([C:13](=[O:14])[OH:15])[n:12]2)[cH:3][cH:4][cH:5][cH:6][cH:7]1. Reactants: CC1=C(N=C(O1)C1=CC=C(C(=O)OC)C=C1)CS(=O)(=O)C1=CC(=CC=C1)OC (Methyl 4-(5-Methyl-4-{[(3-methoxyphenyl)sulfonyl]methyl}-1,3-oxazol-2-yl)benzoate), [OH-].[Na+] (NaOH). Run in O1CCOCC1 (dioxane). Yields the product CC1=C(N=C(O1)C1=CC=C(C(=O)O)C=C1)CS(=O)(=O)C1=CC(=CC=C1)OC (4-(5-Methyl-4-{[(3-methoxyphenyl)sulfonyl]methyl}-1,3-oxazol-2-yl)benzoic Acid). Yield: 77.9%. As a reaction SMILES: [CH3:1][C:2]1[O:6][C:5]([C:7]2[CH:16]=[CH:15][C:10]([C:11]([O:13]C)=[O:12])=[CH:9][CH:8]=2)=[N:4][C:3]=1[CH2:17][S:18]([C:21]1[CH:26]=[CH:25][CH:24]=[C:23]([O:27][CH3:28])[CH:22]=1)(=[O:20])=[O:19].[OH-].[Na+]>O1CCOCC1>[CH3:1][C:2]1[O:6][C:5]([C:7]2[CH:8]=[CH:9][C:10]([C:11]([OH:13])=[O:12])=[CH:15][CH:16]=2)=[N:4][C:3]=1[CH2:17][S:18]([C:21]1[CH:26]=[CH:25][CH:24]=[C:23]([O:27][CH3:28])[CH:22]=1)(=[O:20])=[O:19] |f:1.2|. Procedure: Reaction of benzoate 37 (213 mg, 0.53 mmol) and 2 M NaOH (10 mL) in dioxane (10 mL) gave acid 38 (160 mg, 78%) as a white solid: mp (H2O) 280-283° C.; 1H NMR δ 13.12 (br s, 1H, CO2H), 8.05 (dd, J=8.6, 1.8 Hz, 2H, H-2, H-6), 7.93 (dd, J=8.6, 1.8 Hz, 2H, H-3, H-5), 7.53 (dd, J=8.9, 7.7 Hz, 1H, H-5′), 7.35 (dt, J=7.7, 1.2 Hz, 1H, H-6′), 7.27-7.33 (m, 2H, H-2′, H-4′), 4.70 (s, 2H, CH2SO2), 3.79 (s, 3H, OCH3), 2.18 (s, 3H, CH3); MS m/z 388.5 (MH+, 100%). Anal. calcd for C19H17NO6S.¼H2O: C, 58.23; H, ...